This data is from the Open Reaction Database (ORD), a public repository of structured organic reaction records. The task is: describe an organic reaction: reactants, conditions, products, and yield Reaction SMILES: [Al+3:27].[C:1]([O:2][C:6](=[O:3])[NH:7][CH2:8][CH:9]1[CH2:10][CH2:11][N:12]([c:15]2[cH:16][cH:17][c:18]([C:21]([F:22])([F:23])[F:24])[cH:19][cH:20]2)[CH2:13][CH2:14]1)([CH3:4])([CH3:5])[CH3:25].[ClH:32].[H-:26].[H-:29].[H-:30].[H-:31].[Li+:28].[O:33]1[CH2:34][CH2:35][CH2:36][CH2:37]1>>[CH3:6][NH:7][CH2:8][CH:9]1[CH2:10][CH2:11][N:12]([c:15]2[cH:16][cH:17][c:18]([C:21]([F:22])([F:23])[F:24])[cH:19][cH:20]2)[CH2:13][CH2:14]1. The product is CNCC1CCN(c2ccc(C(F)(F)F)cc2)CC1. The reactants are [Al+3], CC(C)(C)OC(=O)NCC1CCN(c2ccc(C(F)(F)F)cc2)CC1, Cl, [H-], [H-], [H-], [H-], [Li+], C1CCOC1. Reactants: CC1(OC(C(C1=O)=CNCC)(C)C)C (dihydro-2,2,5,5-tetramethyl-4-ethylaminomethylene-3(2H)furanone), COC=1C=CC(=CC1)P2(=S)SP(=S)(S2)C=3C=CC(=CC3)OC (Lawesson's Reagent). The solvent is COCCOC (DME). Product: CC1(OC(C(C1=S)=CNCC)(C)C)C (dihydro-2,2,5,5-tetramethyl-4-ethylaminomethylene-3(2H)furanthione). Reaction SMILES: [CH3:1][C:2]1([CH3:14])[C:6](=O)[C:5](=[CH:8][NH:9][CH2:10][CH3:11])[C:4]([CH3:13])([CH3:12])[O:3]1.COC1C=CC(P2(SP(C3C=CC(OC)=CC=3)(=S)S2)=[S:24])=CC=1>COCCOC>[CH3:1][C:2]1([CH3:14])[C:6](=[S:24])[C:5](=[CH:8][NH:9][CH2:10][CH3:11])[C:4]([CH3:13])([CH3:12])[O:3]1. Procedure: A mixture of dihydro-2,2,5,5-tetramethyl-4-ethylaminomethylene-3(2H)furanone (1.0 g, 5.1 mmol) and Lawesson's Reagent (1.1 g, 2.7 mmol) was stirred in 20 mL of DME for 20 min. at room temperature. The solvent was evaporated and the residue was dissolved in methylene chloride and eluted through a plug of silica gel/basic alumina 1/1 (CH2Cl2). The eluant was evaporated to leave dihydro-2,2,5,5-tetramethyl-4-ethylaminomethylene-3(2H)furanthione as an orange solid. The reactants are [BH3-]C#N, COCOc1ccc(C2(C)CSc3cc(OCOC)ccc3C2(O)c2ccc(C(C)(C)C)cc2O[SiH](C)C)cc1, CC(C)=O, ClCCl, [I-], [I-], [Na+], O, [Zn+2]. Product: COCOc1ccc(C2(C)CSc3cc(OCOC)ccc3C2c2ccc(C(C)(C)C)cc2O[SiH](C)C)cc1. Reaction SMILES: [C:44]([BH3-:45])#[N:46].[C:4]([CH3:5])([CH3:6])([CH3:7])[c:8]1[cH:9][c:10]([O:40][SiH:41]([CH3:42])[CH3:43])[c:11]([C:14]2([OH:39])[C:15]([CH3:28])([c:29]3[cH:30][cH:31][c:32]([O:35][CH2:36][O:37][CH3:38])[cH:33][cH:34]3)[CH2:16][S:17][c:18]3[cH:19][c:20]([O:24][CH2:25][O:26][CH3:27])[cH:21][cH:22][c:23]32)[cH:12][cH:13]1.[CH3:48][C:49](=[O:50])[CH3:51].[Cl:1][CH2:2][Cl:3].[I-:52].[I-:54].[Na+:47].[OH2:55].[Zn+2:53]>>[C:4]([CH3:5])([CH3:6])([CH3:7])[c:8]1[cH:9][c:10]([O:40][SiH:41]([CH3:42])[CH3:43])[c:11]([CH:14]2[C:15]([CH3:28])([c:29]3[cH:30][cH:31][c:32]([O:35][CH2:36][O:37][CH3:38])[cH:33][cH:34]3)[CH2:16][S:17][c:18]3[cH:19][c:20]([O:24][CH2:25][O:26][CH3:27])[cH:21][cH:22][c:23]32)[cH:12][cH:13]1. The reactants are COC([C@H]1N(CCC1)C([C@@H](NC(=O)OCC1=CC=CC=C1)C(C)C)=O)=O (N-Cbz-valylproline methyl ester), aqueous solution, [Li+].[OH-] (LiOH), Cl (HCl). The solvent is C1CCOC1 (THF). Conditions: time 8 hour. Yields the product C(=O)(OCC1=CC=CC=C1)N[C@@H](C(C)C)C(=O)N1[C@H](C(=O)O)CCC1 (N-Cbz-valylproline). Reaction SMILES: C[O:2][C:3](=[O:26])[C@@H:4]1[CH2:8][CH2:7][CH2:6][N:5]1[C:9](=[O:25])[C@H:10]([CH:22]([CH3:24])[CH3:23])[NH:11][C:12]([O:14][CH2:15][C:16]1[CH:21]=[CH:20][CH:19]=[CH:18][CH:17]=1)=[O:13].[Li+].[OH-].Cl>C1COCC1>[C:12]([NH:11][C@H:10]([C:9]([N:5]1[CH2:6][CH2:7][CH2:8][C@H:4]1[C:3]([OH:26])=[O:2])=[O:25])[CH:22]([CH3:24])[CH3:23])([O:14][CH2:15][C:16]1[CH:17]=[CH:18][CH:19]=[CH:20][CH:21]=1)=[O:13] |f:1.2|. Procedure: To a solution of N-Cbz-valylproline methyl ester (Cbz-NH-[VP]-CO2CH3) (3.62 g, 10 mmol) in THF (10 mL) is added a 1M aqueous solution of LiOH (11 mL, 11 mmol) and the solution is stirred overnight. The resulting solution is acidified to pH about 7 with 1M HCl and the contents of the flask partitioned between water (20 mL) and ethyl acetate (20 mL). The organic phase is extracted with brine, dried over Na2SO4 then concentrated in vacuo to afford the desired compound. The reactants are [Si](C)(C)(C(C)(C)C)O[C@@H]1CO[C@H]2[C@@H]1OC[C@H]2OC=2N(C=1C(=NC(=C(C1)Cl)C1=CC=C(C=C1)C#CC1CCN(CC1)C(=O)OC(C)(C)C)N2)COCC[Si](C)(C)C (tert-butyl 4-((4-(2-(((3R,3aR,6R,6aS)-6-((tert-butyldimethylsilyl)oxy)hexahydrofuro[3,2-b]furan-3-yl)oxy)-6-chloro-1-((2-(trimethylsilyl)ethoxy)methyl)-1H-imidazo[4,5-b]pyridin-5-yl)phenyl)ethynyl)piperidine-1-carboxylate), FC(C(=O)O)(F)F (trifluoroacetic acid), C([O-])(O)=O.[Na+] (sodium bicarbonate). Solvent: C(Cl)Cl (DCM). Conditions: time 2 hour. Product: [Si](C)(C)(C(C)(C)C)O[C@@H]1CO[C@H]2[C@@H]1OC[C@H]2OC=2N(C=1C(=NC(=C(C1)Cl)C1=CC=C(C=C1)C#CC1CCNCC1)N2)COCC[Si](C)(C)C (2-(((3R,3aR,6R,6aS)-6-((tert-butyldimethylsilyl)oxy)hexahydrofuro[3,2-b]furan-3-yl)oxy)-6-chloro-5-(4-(piperidin-4-ylethynyl)phenyl)-1-((2-(trimethylsilyl)ethoxy)-methyl)-1H-imidazo[4,5-b]pyridine). RXN SMILES: [Si:1]([O:8][C@H:9]1[C@H:13]2[O:14][CH2:15][C@@H:16]([O:17][C:18]3[N:19]([CH2:49][O:50][CH2:51][CH2:52][Si:53]([CH3:56])([CH3:55])[CH3:54])[C:20]4[C:21]([N:48]=3)=[N:22][C:23]([C:27]3[CH:32]=[CH:31][C:30]([C:33]#[C:34][CH:35]5[CH2:40][CH2:39][N:38](C(OC(C)(C)C)=O)[CH2:37][CH2:36]5)=[CH:29][CH:28]=3)=[C:24]([Cl:26])[CH:25]=4)[C@H:12]2[O:11][CH2:10]1)([C:4]([CH3:7])([CH3:6])[CH3:5])([CH3:3])[CH3:2].FC(F)(F)C(O)=O.C(=O)(O)[O-].[Na+]>C(Cl)Cl>[Si:1]([O:8][C@H:9]1[C@H:13]2[O:14][CH2:15][C@@H:16]([O:17][C:18]3[N:19]([CH2:49][O:50][CH2:51][CH2:52][Si:53]([CH3:54])([CH3:55])[CH3:56])[C:20]4[C:21]([N:48]=3)=[N:22][C:23]([C:27]3[CH:32]=[CH:31][C:30]([C:33]#[C:34][CH:35]5[CH2:40][CH2:39][NH:38][CH2:37][CH2:36]5)=[CH:29][CH:28]=3)=[C:24]([Cl:26])[CH:25]=4)[C@H:12]2[O:11][CH2:10]1)([C:4]([CH3:7])([CH3:6])[CH3:5])([CH3:3])[CH3:2] |f:2.3|. Procedure: To a stirred solution of tert-butyl 4-((4-(2-(((3R,3aR,6R,6aS)-6-((tert-butyldimethylsilyl)oxy)hexahydrofuro[3,2-b]furan-3-yl)oxy)-6-chloro-1-((2-(trimethylsilyl)ethoxy)methyl)-1H-imidazo[4,5-b]pyridin-5-yl)phenyl)ethynyl)piperidine-1-carboxylate (147 mg, 0.178 mmol) in anhydrous DCM (2.0 mL) at room temperature was added trifluoroacetic acid (0.2 mL). The reaction was stirred for 2 h at room temperature, and then poured into saturated aqueous sodium bicarbonate (40 mL). The aqueous layer was ex... The reactants are COC(=O)C=1N=NNC1C(=O)OC (1,2,3-Triazole-4,5-dicarboxylic acid dimethyl ester), C([O-])([O-])=O.[K+].[K+] (potassium carbonate), CI (methyl iodide). The solvent is C(C)#N (acetonitrile). Run at time 20 hour. Product: COC(=O)C1=NN(N=C1C(=O)OC)C (2-methyl-2H-1,2,3-triazole-4,5-dicarboxylic acid dimethylester), COC(=O)C=1N=NN(C1C(=O)OC)C (1-methyl-1H-1,2,3-triazole-4,5-dicarboxylic dimethylester). The yield is 34.0%. Reaction SMILES: [CH3:1][O:2][C:3]([C:5]1[N:6]=[N:7][NH:8][C:9]=1[C:10]([O:12][CH3:13])=[O:11])=[O:4].[C:14](=O)([O-])[O-].[K+].[K+].CI>C(#N)C>[CH3:13][O:12][C:10]([C:9]1[C:5]([C:3]([O:2][CH3:1])=[O:4])=[N:6][N:7]([CH3:14])[N:8]=1)=[O:11].[CH3:13][O:12][C:10]([C:9]1[N:8]=[N:7][N:6]([CH3:14])[C:5]=1[C:3]([O:2][CH3:1])=[O:4])=[O:11] |f:1.2.3|. Procedure: 1,2,3-Triazole-4,5-dicarboxylic acid dimethyl ester (Y. Tanaka et al. Tetrahedron 29, 3271 (1973)) (74.06 g; 0.40 mol), potassium carbonate (110.57 g; 0.80 mol) and methyl iodide (73.81 g; 0.52 mol) were reacted in acetonitrile (1000 ml) at 40° C. for 20 minutes and then for 20 hours at ambient temperature. The mixture was poured onto ice-water and extracted with ether to give the crude product (70.66 g) as a mixture of isomers. Separation on silica gel in ethyl acetate-hexane (2:3) yielded 36.5... Starting materials: C1CCOC1, CCOC(=O)c1c(F)ccc2nc(CN(C)S(=O)(=O)c3c(C)cc(OC)cc3C)[nH]c12, [Li+], [OH-], O. The product is COc1cc(C)c(S(=O)(=O)N(C)Cc2nc3ccc(F)c(C(=O)O)c3[nH]2)c(C)c1. RXN SMILES: [CH2:34]1[O:35][CH2:36][CH2:37][CH2:38]1.[F:1][c:2]1[cH:3][cH:4][c:5]2[c:6]([nH:7][c:8]([CH2:10][N:11]([S:12](=[O:13])(=[O:14])[c:15]3[c:16]([CH3:24])[cH:17][c:18]([O:22][CH3:23])[cH:19][c:20]3[CH3:21])[CH3:25])[n:9]2)[c:26]1[C:27](=[O:28])[O:29][CH2:30][CH3:31].[Li+:33].[OH-:32].[OH2:39]>>[F:1][c:2]1[cH:3][cH:4][c:5]2[c:6]([nH:7][c:8]([CH2:10][N:11]([S:12](=[O:13])(=[O:14])[c:15]3[c:16]([CH3:24])[cH:17][c:18]([O:22][CH3:23])[cH:19][c:20]3[CH3:21])[CH3:25])[n:9]2)[c:26]1[C:27](=[O:28])[OH:29].